Dataset: the Open Reaction Database (ORD), a public repository of structured organic reaction records. Task: describe an organic reaction: reactants, conditions, products, and yield The reactants are O\N=C(/C[C@@H](C1=C(C=CC=C1)C)C1=CC=C(C=C1)N1CCC(CC1)C(=O)O)\C1=CC(=NC=C1)C (1-{4-[(R)-3-[(E)-Hydroxyimino]-3-(2-methyl-pyridin-4-yl)-1-o-tolyl-propyl]-phenyl}-piperidine-4-carboxylic acid), ClC1=CC(=CC=C1)C(=O)OO (3-chloroperbenzoic acid). The reagents and catalysts are C(O)([O-])=O.[Na+] (sodium hydrogencarbonate), [Cl-].[NH4+] (ammonium chloride). Run in ClCCl (dichloromethane), CO (methanol). Reaction conditions: time 3 hour. Yields the product C(=O)(O)C1CCN(CC1)C1=CC=C(C=C1)[C@@H](C\C(=N/O)\C1=CC(=[N+](C=C1)[O-])C)C1=C(C=CC=C1)C ((R,E)-4-(3-(4-(4-Carboxypiperidin-1-yl)phenyl)-1-(hydroxyimino)-3-o-tolylpropyl)-2-methylpyridine 1-oxide). Yield: 49.7%. RXN SMILES: [OH:1]/[N:2]=[C:3](/[C:28]1[CH:33]=[CH:32][N:31]=[C:30]([CH3:34])[CH:29]=1)\[CH2:4][C@H:5]([C:13]1[CH:18]=[CH:17][C:16]([N:19]2[CH2:24][CH2:23][CH:22]([C:25]([OH:27])=[O:26])[CH2:21][CH2:20]2)=[CH:15][CH:14]=1)[C:6]1[CH:11]=[CH:10][CH:9]=[CH:8][C:7]=1[CH3:12].ClC1C=CC=C(C(OO)=[O:43])C=1>ClCCl.CO.C(=O)([O-])O.[Na+].[Cl-].[NH4+]>[C:25]([CH:22]1[CH2:21][CH2:20][N:19]([C:16]2[CH:15]=[CH:14][C:13]([C@H:5]([C:6]3[CH:11]=[CH:10][CH:9]=[CH:8][C:7]=3[CH3:12])[CH2:4]/[C:3](/[C:28]3[CH:33]=[CH:32][N+:31]([O-:43])=[C:30]([CH3:34])[CH:29]=3)=[N:2]\[OH:1])=[CH:18][CH:17]=2)[CH2:24][CH2:23]1)([OH:27])=[O:26] |f:4.5,6.7|. Procedure: A solution of (R,E)-1-(4-(3-(hydroxyimino)-3-(2-methylpyridin-4-yl)-1-o-tolylpropyl)-phenyl)piperidine-4-carboxylic acid (example 266; 95 mg, 208 μmol) in dichloromethane (3 mL) and methanol (0.75 mL) was treated with 3-chloroperbenzoic acid (42 mg, 241 μmol) at 0° C. The reaction mixture was allowed to reach room temperature over 3 h, then after addition of sat. aq. sodium hydrogencarbonate solution (3 drops) and sat. aq. ammonium chloride solution (5 drops) concentrated under vacuum. The resid... The reactants are BrC1=CC=C(N)C=C1 (4-Bromoaniline), ClC=1OC2=C(N1)C=CC=C2 (2-chlorobenzoxazole). Run in xylenes. Run at temperature 100 celsius. The product is O1C(=NC2=C1C=CC=C2)NC2=CC=C(C=C2)Br (N-(1,3-benzoxazol-2-yl)-N-(4-bromophenyl)amine). The yield is 67.8%. Reaction SMILES: [Br:1][C:2]1[CH:8]=[CH:7][C:5]([NH2:6])=[CH:4][CH:3]=1.Cl[C:10]1[O:11][C:12]2[CH:18]=[CH:17][CH:16]=[CH:15][C:13]=2[N:14]=1>>[O:11]1[C:12]2[CH:18]=[CH:17][CH:16]=[CH:15][C:13]=2[N:14]=[C:10]1[NH:6][C:5]1[CH:7]=[CH:8][C:2]([Br:1])=[CH:3][CH:4]=1. Procedure details: 4-Bromoaniline (3.9 g, 0.0227 mol) was added to a solution of 2-chlorobenzoxazole (1.16 g, 0.00755 mol) in xylenes and the reaction mixture was heated at 100° C. for 2 hours. It was cooled to ambient temperature and concentrated under reduced pressure. The residue was partitioned between ethyl acetate (50 mL) and water (50 mL), the organic phase was dried with magnesium sulfate and concentrated under reduced pressure. The residue was triturated in n-heptane and the precipitate collected by filtr... Starting materials: FC1=NC=C(C(=N1)Cl)F (2,5-difluoro-4-chloropyrimidine), O (water), Cl (hydrochloric acid), N (ammonia). The product is OC1=NC=C(C(=N1)Cl)F (2-hydroxy-4-chloro-5-fluoropyrimidine). The yield is 92.2%. RXN SMILES: F[C:2]1[N:7]=[C:6]([Cl:8])[C:5]([F:9])=[CH:4][N:3]=1.Cl.N.[OH2:12]>>[OH:12][C:2]1[N:7]=[C:6]([Cl:8])[C:5]([F:9])=[CH:4][N:3]=1. Procedure details: 15.05 g (0.1 mole) of 2,5-difluoro-4-chloropyrimidine were heated under reflux together with 30 ml of 37% strength aqueous hydrochloric acid for 2 hours. The volatile constituents were then stripped off in vacuo, the residue was taken up in 100 ml of water and this mixture was rendered weakly alkaline (pH 7.5) with 20% strength aqueous ammonia. The mixture was then again concentrated in vacuo down to 20% of the original volume. The solid obtained was filtered off with suction and dried. 13.7 g o... The yield is 19.0%. The product is O.CS(=O)(=O)O.C1(CCCCC1)C(=O)N(CCN1CCN(CC1)CC1=C(C=CC(=C1)Cl)Cl)C1=NC=CC=C1.C1(CCCCC1)C(=O)N(C1=NC=CC=C1)CCN1CCN(CC1)CC1=C(C=CC(=C1)Cl)Cl.CS(=O)(=O)O (1-[N-cyclohexylcarbonyl-N-(2-pyridyl)-2-aminoethyl]-4-(2,5-dichlorobenzyl)pipe-razine methanesulfonate hemihydrate). Reactants: CS(=O)(=O)O (methanesulphonic acid), C(=O)CN(C(=O)C1CCCCC1)C1=NC=CC=C1 (N-formylmethyl-N-(2-pyridyl)cyclohexanecarboxamide), ClC1=C(CN2CCNCC2)C=C(C=C1)Cl (1-(2,5-dichlorobenzyl)piperazine), C(#N)[BH3-].[Na+] (sodium cyanoborohydride). Reaction conditions: time 13 hour. As a reaction SMILES: [CH:1]([CH2:3][N:4]([C:13]1[CH:18]=[CH:17][CH:16]=[CH:15][N:14]=1)[C:5]([CH:7]1[CH2:12][CH2:11][CH2:10][CH2:9][CH2:8]1)=[O:6])=[O:2].[Cl:19][C:20]1[CH:32]=[CH:31][C:30]([Cl:33])=[CH:29][C:21]=1[CH2:22][N:23]1[CH2:28][CH2:27][NH:26][CH2:25][CH2:24]1.C([BH3-])#N.[Na+].[CH3:38][S:39]([OH:42])(=[O:41])=[O:40]>C(OCC)(=O)C.CO>[OH2:2].[CH3:38][S:39]([OH:42])(=[O:41])=[O:40].[CH:7]1([C:5]([N:4]([C:13]2[CH:18]=[CH:17][CH:16]=[CH:15][N:14]=2)[CH2:3][CH2:1][N:26]2[CH2:25][CH2:24][N:23]([CH2:22][C:21]3[CH:29]=[C:30]([Cl:33])[CH:31]=[CH:32][C:20]=3[Cl:19])[CH2:28][CH2:27]2)=[O:6])[CH2:12][CH2:11][CH2:10][CH2:9][CH2:8]1.[CH:7]1([C:5]([N:4]([CH2:3][CH2:1][N:26]2[CH2:25][CH2:24][N:23]([CH2:22][C:21]3[CH:29]=[C:30]([Cl:33])[CH:31]=[CH:32][C:20]=3[Cl:19])[CH2:28][CH2:27]2)[C:13]2[CH:18]=[CH:17][CH:16]=[CH:15][N:14]=2)=[O:6])[CH2:12][CH2:11][CH2:10][CH2:9][CH2:8]1.[CH3:38][S:39]([OH:42])(=[O:41])=[O:40] |f:2.3,7.8.9.10.11|. Reported procedure: To a mixture comprising 0.164 g of Compound 1B of Example 1, 0.210 g of Compound 14B, and 4 mL methanol, continuously stirred under nitrogen, at room temperature, there was added 0.049 g of sodium cyanoborohydride. The resulting mixture was then stirred for 13 hr, at room temperature, followed by dilution with 10 mL water, and subsequent extraction with ethyl acetate (3×10 mL). The collected organic phases were then dried over anhydrous sodium sulphate, followed by vacuum evaporation, and subseq... The solvent is C(C)(=O)OCC (ethyl acetate), CO (methanol). Reactants: CC(C)O, CC1(Sc2nnc(S)s2)CCC2CC1C2(C)C, CCCCCCCCCCCCCCC1CO1, Sc1nnc(S)s1. RXN SMILES: [CH:42]([OH:43])([CH3:44])[CH3:45].[CH:8]12[C:9]([CH3:17])([S:18][c:19]3[s:20][c:21]([SH:24])[n:22][n:23]3)[CH2:10][CH2:11][CH:12]([C:13]1([CH3:14])[CH3:15])[CH2:16]2.[O:25]1[CH2:26][CH:27]1[CH2:28][CH2:29][CH2:30][CH2:31][CH2:32][CH2:33][CH2:34][CH2:35][CH2:36][CH2:37][CH2:38][CH2:39][CH2:40][CH3:41].[SH:1][c:2]1[s:3][c:4]([SH:5])[n:6][n:7]1>>[CH:8]12[C:9]([CH3:17])([S:18][c:19]3[s:20][c:21]([S:24][CH2:26][CH:27]([OH:25])[CH2:28][CH2:29][CH2:30][CH2:31][CH2:32][CH2:33][CH2:34][CH2:35][CH2:36][CH2:37][CH2:38][CH2:39][CH2:40][CH3:41])[n:22][n:23]3)[CH2:10][CH2:11][CH:12]([C:13]1([CH3:14])[CH3:15])[CH2:16]2. Product: CCCCCCCCCCCCCCC(O)CSc1nnc(SC2(C)CCC3CC2C3(C)C)s1. Reactants: NC1=C(C=CC=C1)CC(NC)C=1SC=CC1C (2-amino-N-methyl-α-(3-methyl-2-thienyl)benzeneethanamine), C(=O)OCC (ethyl formate). Yields the product NC1=C(C=CC=C1)CC(N(C)C=O)C=1SC=CC1C (2-amino-N-formyl-N-methyl-α-(3-methyl-2-thienyl)benzeneethanamine). RXN SMILES: [NH2:1][C:2]1[CH:7]=[CH:6][CH:5]=[CH:4][C:3]=1[CH2:8][CH:9]([C:12]1[S:13][CH:14]=[CH:15][C:16]=1[CH3:17])[NH:10][CH3:11].[CH:18](OCC)=[O:19]>>[NH2:1][C:2]1[CH:7]=[CH:6][CH:5]=[CH:4][C:3]=1[CH2:8][CH:9]([C:12]1[S:13][CH:14]=[CH:15][C:16]=1[CH3:17])[N:10]([CH:18]=[O:19])[CH3:11]. Procedure: A stirred solution of 5.00 g of 2-amino-N-methyl-α-(3-methyl-2-thienyl)benzeneethanamine and 235 ml of ethyl formate was refluxed for 8 hours. Volatile components were removed at 60° C. on a rotary evaporator. Thin layer chromatography (silica gel, ethyl acetate as the eluent) of the resultant oil indicated a multi-component mixture. HPLC of the mixture (Water's Associates Prep LC/System 500, silica gel, elution with ethyl acetate) permitted component separation. The faster eluting fractions wer...